Dataset: the Open Reaction Database (ORD), a public repository of structured organic reaction records. Task: describe an organic reaction: reactants, conditions, products, and yield The reactants are CC1=CC=C(C(=N1)C#CC1=CC=CC=C1)N ((6-methyl-2-phenylethynyl-pyridin-3-yl)amine), Cl (hydrochloric acid). The solvent is C(Cl)(Cl)Cl (CHCl3), C(C)OCC (diethyl ether). Yields the product Cl.CC1=CC=C(C(=N1)C#CC1=CC=CC=C1)N ((6-Methyl-2-phenylethynyl-pyridin-3-yl)amine hydrochloride). Isolated yield 88.0%. RXN SMILES: [CH3:1][C:2]1[N:7]=[C:6]([C:8]#[C:9][C:10]2[CH:15]=[CH:14][CH:13]=[CH:12][CH:11]=2)[C:5]([NH2:16])=[CH:4][CH:3]=1.[ClH:17]>C(Cl)(Cl)Cl.C(OCC)C>[ClH:17].[CH3:1][C:2]1[N:7]=[C:6]([C:8]#[C:9][C:10]2[CH:11]=[CH:12][CH:13]=[CH:14][CH:15]=2)[C:5]([NH2:16])=[CH:4][CH:3]=1 |f:4.5|. Reported procedure: (6-methyl-2-phenylethynyl-pyridin-3-yl)amine (105 mg, 0.50 mmol) was dissolved in CHCl3 (2 ml) and treated with 1.56 ml (1.25 mmol) of 0.8 M hydrochloric acid solution in diethyl ether. After evaporation of the solvent and trituration of the residue with ethyl acetate, 107 mg (0.44 mmol, 87%) of the title hydrochloride were obtained as a yellowish solid.